This data is from the Open Reaction Database (ORD), a public repository of structured organic reaction records. The task is: describe an organic reaction: reactants, conditions, products, and yield Starting materials: N1(C=NC=C1)C(CC=1C(=NN2C1N=CC=C2)C2=CC=C(C=C2)C)=O (3-[2-(1H-imidazole-1-yl)-2-oxoethyl]-2-(4-methylphenyl)pyrazolo[1,5-a]pyrimidine), C(CC)NCCC (dipropylamine), C1=CC=CC=C1 (benzene). The product is CC1=CC=C(C=C1)C1=NN2C(N=CC=C2)=C1CC(=O)N(CCC)CCC (2-(4-Methylphenyl)-N,N-dipropylpyrazolo[1,5-a]pyrimidine-3-acetamide). The yield is 39.6%. RXN SMILES: [N:1]1([C:6](=[O:24])[CH2:7][C:8]2[C:9]([C:17]3[CH:22]=[CH:21][C:20]([CH3:23])=[CH:19][CH:18]=3)=[N:10][N:11]3[CH:16]=[CH:15][CH:14]=[N:13][C:12]=23)[CH:5]=[CH:4]N=[CH:2]1.[CH2:25](NCCC)[CH2:26]C.[CH:32]1C=CC=CC=1>>[CH3:23][C:20]1[CH:19]=[CH:18][C:17]([C:9]2[C:8]([CH2:7][C:6]([N:1]([CH2:2][CH2:25][CH3:26])[CH2:5][CH2:4][CH3:32])=[O:24])=[C:12]3[N:13]=[CH:14][CH:15]=[CH:16][N:11]3[N:10]=2)=[CH:22][CH:21]=1. Reported procedure: A mixture of 3.25 g (0.010 mole) of 3-[2-(1H-imidazole-1-yl)-2-oxoethyl]-2-(4-methylphenyl)pyrazolo[1,5-a]pyrimidine (prepared from 2-(4-methylphenyl)pyrazolo[1,5-a]pyrimidine-3-acetic acid and 1,1'-carbonyldiimidazole) and 1.1 g (0.011 mole) of dipropylamine in 25 ml of benzene was stirred at reflux for 5 hours. After cooling, the reaction mixture was washed with water, dried over magnesium sulfate, and concentrated in vacuo (2.6 g). The crude solid residue was purified by a liquid-solid extrac... Reactants: aqueous solution, [N+](=O)([O-])C1=CC=C(C=C1)O (4-nitrophenol), C1=CC=CC=C1 (benzene), [OH-].C(C)[N+](CC)(CC)CC (tetraethylammonium hydroxide). Solvent: O (water). The product is [N+](=O)([O-])C1=CC=C(C=C1)[O-].C(C)[N+](CC)(CC)CC (Tetraethylammonium 4-Nitrophenolate). Yield: 94.7%. As a reaction SMILES: [N+:1]([C:4]1[CH:9]=[CH:8][C:7]([OH:10])=[CH:6][CH:5]=1)([O-:3])=[O:2].C1C=CC=CC=1.[OH-].[CH2:18]([N+:20]([CH2:25][CH3:26])([CH2:23][CH3:24])[CH2:21][CH3:22])[CH3:19]>O>[N+:1]([C:4]1[CH:9]=[CH:8][C:7]([O-:10])=[CH:6][CH:5]=1)([O-:3])=[O:2].[CH2:18]([N+:20]([CH2:25][CH3:26])([CH2:23][CH3:24])[CH2:21][CH3:22])[CH3:19] |f:2.3,5.6|. Procedure details: A mixture of 4-nitrophenol (13.9 g, 0.10 mol) and benzene (250 mL) was treated with tetraethylammonium hydroxide (14.7 g, 0.10 mol), added as a 20% aqueous solution. The mixture was heated under reflux until all water was removed by azeotropic distillation. The solution was allowed to cool with continued stirring. Upon standing, 25.4 g of a yellow solid was obtained; it was recrystallized from THF. 1H NMR (CDCl3) confirmed the title compound. Reactants: C(C)O[C@@H]1[C@H](C[C@@H]2CC[C@H]3[C@@H]4CC[C@H](C(CN5CCOCC5)=O)[C@]4(CC([C@@H]3[C@]2(C1)C)=O)C)O (2β-Ethoxy-3α-hydroxy-21-morpholino-5α-pregnane-11,20-dione), P(O)(O)(O)=O (orthophosphoric acid). The solvent is O (water), C(C)O (ethanol). Yields the product aqueous solution, P(=O)(O)(O)O.C(C)O[C@@H]1[C@H](C[C@@H]2CC[C@H]3[C@@H]4CC[C@H](C(CN5CCOCC5)=O)[C@]4(CC([C@@H]3[C@]2(C1)C)=O)C)O (2β-Ethoxy-3α-hydroxy-21-morpholino-5α-pregnane-11,20-dione dihydrogen phosphate). Isolated yield 1.0%. RXN SMILES: [CH2:1]([O:3][C@H:4]1[CH2:29][C@@:28]2([CH3:30])[C@@H:7]([CH2:8][CH2:9][C@@H:10]3[C@@H:27]2[C:26](=[O:31])[CH2:25][C@@:24]2([CH3:32])[C@H:11]3[CH2:12][CH2:13][C@@H:14]2[C:15](=[O:23])[CH2:16][N:17]2[CH2:22][CH2:21][O:20][CH2:19][CH2:18]2)[CH2:6][C@@H:5]1[OH:33])[CH3:2].[P:34](=[O:38])([OH:37])([OH:36])[OH:35]>C(O)C.O>[P:34]([OH:38])([OH:37])([OH:36])=[O:35].[CH2:1]([O:3][C@H:4]1[CH2:29][C@@:28]2([CH3:30])[C@@H:7]([CH2:8][CH2:9][C@@H:10]3[C@@H:27]2[C:26](=[O:31])[CH2:25][C@@:24]2([CH3:32])[C@H:11]3[CH2:12][CH2:13][C@@H:14]2[C:15](=[O:23])[CH2:16][N:17]2[CH2:22][CH2:21][O:20][CH2:19][CH2:18]2)[CH2:6][C@@H:5]1[OH:33])[CH3:2] |f:4.5|. Reported procedure: 2β-Ethoxy-3α-hydroxy-21-morpholino-5α-pregnane-11,20-dione (231.2 mg., 0.5 mmole) in ethanol (3 ml) was treated with 0.095M aq.orthophosphoric acid (5.3 ml., 1 equiv) and the resulting solution was evaporated, in vacuo. The residue was dissolved in water (5 ml) and made up to a total solution weight of 23.12 g. to give a 1% aqueous solution of the title compound. Starting materials: ClC=1C=C(C=CC1NC(C(C)(C)C)=O)C=1OC2=C(C(C1)=O)C(=C(C(=C2F)C)F)NC(C(C)(C)C)=O (2-(3-chloro-4-pivaloylaminophenyl)-6,8-difluoro-7-methyl-5-pivaloylamino-4H-1-benzopyran-4-one), ice water. Solvent: S(O)(O)(=O)=O (sulfuric acid). Conditions: temperature 50 celsius, time 10 minute. Product: NC1=C(C(=C(C2=C1C(C=C(O2)C2=CC(=C(C=C2)N)Cl)=O)F)C)F (5-Amino-2-(4-amino-3-chlorophenyl)-6,8-difluoro-7-methyl-4H-1-benzopyran-4-one). The yield is 43.6%. Reaction SMILES: [Cl:1][C:2]1[CH:3]=[C:4]([C:15]2[O:16][C:17]3[C:25]([F:26])=[C:24]([CH3:27])[C:23]([F:28])=[C:22]([NH:29]C(=O)C(C)(C)C)[C:18]=3[C:19](=[O:21])[CH:20]=2)[CH:5]=[CH:6][C:7]=1[NH:8]C(=O)C(C)(C)C>S(=O)(=O)(O)O>[NH2:29][C:22]1[C:18]2[C:19](=[O:21])[CH:20]=[C:15]([C:4]3[CH:5]=[CH:6][C:7]([NH2:8])=[C:2]([Cl:1])[CH:3]=3)[O:16][C:17]=2[C:25]([F:26])=[C:24]([CH3:27])[C:23]=1[F:28]. Procedure: 8.29 g (16.5 mmol) of the above 2-(3-chloro-4-pivaloylaminophenyl)-6,8-difluoro-7-methyl-5-pivaloylamino-4H-1-benzopyran-4-one was dissolved in 60 mL of concentrated sulfuric acid and the solution was stirred at 50° C. for 10 minutes. The reaction solution was poured into ice water and the precipitated crystals were collected by filtration. The crystals were triturated with a 1N aqueous solution of sodium hydroxide and collected by filtration again. The crystals were recrystallized twice from et... Starting materials: C1(CC1)N1C=C(C(C2=C(C(=C(C=C12)F)F)F)=O)C(=O)OCC (ethyl 1-cyclopropyl-5,6,7-trifluoro-1,4-dihydro-4-oxoquinoline-3-carboxylate), C(C)(=O)O (acetic acid), S(O)(O)(=O)=O (sulfuric acid). The solvent is O (water). Reaction conditions: temperature 120 celsius, time 1.5 hour. Yields the product C1(CC1)N1C=C(C(C2=C(C(=C(C=C12)F)F)F)=O)C(=O)O (1-cyclopropyl-5,6,7-trifluoro-1,4-dihydro-4-oxoquinoline-3-carboxylic acid). Yield: 95.6%. Reaction SMILES: [CH:1]1([N:4]2[C:13]3[C:8](=[C:9]([F:16])[C:10]([F:15])=[C:11]([F:14])[CH:12]=3)[C:7](=[O:17])[C:6]([C:18]([O:20]CC)=[O:19])=[CH:5]2)[CH2:3][CH2:2]1.C(O)(=O)C.S(=O)(=O)(O)O>O>[CH:1]1([N:4]2[C:13]3[C:8](=[C:9]([F:16])[C:10]([F:15])=[C:11]([F:14])[CH:12]=3)[C:7](=[O:17])[C:6]([C:18]([OH:20])=[O:19])=[CH:5]2)[CH2:2][CH2:3]1. Reported procedure: A mixture of 1.54 g of ethyl 1-cyclopropyl-5,6,7-trifluoro-1,4-dihydro-4-oxoquinoline-3-carboxylate, 8 ml of glacial acetic acid, 6 ml of water and 1 ml of conc. sulfuric acid was stirred at 120° C. for 1.5 hours. After cooling, the crystals which precipitated were collected by filtration, and washed successively with water and ethanol to give 1.34 g of 1-cyclopropyl-5,6,7-trifluoro-1,4-dihydro-4-oxoquinoline-3-carboxylic acid as colorless needles. m.p. 295°-297° C. (decomp.) Reactants: ClC(Cl)(Cl)Cl, COc1ccc(-c2ccc(C)c3ccoc23)cc1, [K+], [K+], [K+], CC(C)(C#N)N=NC(C)(C)C#N, O=C1CCC(=O)N1Br, O=P([O-])([O-])O, [Se-]Cc1ccccc1. Yields the product COc1ccc(-c2ccc(C=O)c3ccoc23)cc1. As a reaction SMILES: [C:55]([Cl:56])([Cl:57])([Cl:58])[Cl:59].[CH3:1][O:2][c:3]1[cH:4][cH:5][c:6](-[c:9]2[cH:10][cH:11][c:12]([CH3:18])[c:13]3[cH:14][cH:15][o:16][c:17]23)[cH:7][cH:8]1.[K+:47].[K+:53].[K+:54].[N:27]#[C:28][C:29]([N:30]=[N:31][C:32]([C:33]#[N:34])([CH3:35])[CH3:36])([CH3:37])[CH3:38].[O:19]=[C:20]1[N:21]([Br:22])[C:23](=[O:24])[CH2:25][CH2:26]1.[P:48]([O-:49])([O-:50])([OH:51])=[O:52].[c:39]1([CH2:40][Se-:41])[cH:42][cH:43][cH:44][cH:45][cH:46]1>>[CH3:1][O:2][c:3]1[cH:4][cH:5][c:6](-[c:9]2[cH:10][cH:11][c:12]([CH:18]=[O:19])[c:13]3[cH:14][cH:15][o:16][c:17]23)[cH:7][cH:8]1.